describe an organic reaction: reactants, conditions, products, and yield From a dataset of the Open Reaction Database (ORD), a public repository of structured organic reaction records. The reactants are OCCCc1ccc(OCc2ccccc2)cc1, Cc1ccccc1, [Na+], O=C([O-])O, O=S(Cl)Cl, c1ccncc1. Product: ClCCCc1ccc(OCc2ccccc2)cc1. Reaction SMILES: [CH2:1]([c:2]1[cH:3][cH:4][cH:5][cH:6][cH:7]1)[O:8][c:9]1[cH:10][cH:11][c:12]([CH2:15][CH2:16][CH2:17][OH:18])[cH:13][cH:14]1.[CH3:34][c:35]1[cH:36][cH:37][cH:38][cH:39][cH:40]1.[Na+:29].[OH:30][C:31](=[O:32])[O-:33].[S:19]([Cl:20])([Cl:21])=[O:22].[cH:23]1[cH:24][cH:25][n:26][cH:27][cH:28]1>>[CH2:1]([c:2]1[cH:3][cH:4][cH:5][cH:6][cH:7]1)[O:8][c:9]1[cH:10][cH:11][c:12]([CH2:15][CH2:16][CH2:17][Cl:21])[cH:13][cH:14]1. Starting materials: C(C)(C)(C)OC(=O)NC1=CC=C(C=C1)CCO (2-[4-(tert-butoxycarbonylamino)phenyl]-1-ethanol), [N+](=O)([O-])C=1C=C(C=CC1)S(=O)(=O)Cl (3-nitrobenzenesulfonyl chloride). Solvent: ClCCl (dichloromethane). Run at temperature -25 celsius. Product: [N+](=O)([O-])C=1C=C(C=CC1)S(=O)(=O)OCCC1=CC=C(C=C1)NC(=O)OC(C)(C)C (4-(tert-butoxycarbonylamino)-phenethyl 3-nitro-benzenesulfonate). Isolated yield 47.0%. As a reaction SMILES: [C:1]([O:5][C:6]([NH:8][C:9]1[CH:14]=[CH:13][C:12]([CH2:15][CH2:16][OH:17])=[CH:11][CH:10]=1)=[O:7])([CH3:4])([CH3:3])[CH3:2].[N+:18]([C:21]1[CH:22]=[C:23]([S:27](Cl)(=[O:29])=[O:28])[CH:24]=[CH:25][CH:26]=1)([O-:20])=[O:19]>ClCCl>[N+:18]([C:21]1[CH:22]=[C:23]([S:27]([O:17][CH2:16][CH2:15][C:12]2[CH:11]=[CH:10][C:9]([NH:8][C:6]([O:5][C:1]([CH3:4])([CH3:3])[CH3:2])=[O:7])=[CH:14][CH:13]=2)(=[O:29])=[O:28])[CH:24]=[CH:25][CH:26]=1)([O-:20])=[O:19]. Reported procedure: 2-[4-(tert-butoxycarbonylamino)phenyl]-1-ethanol dissolved in dichloromethane. The reaction mixture was cooled to −25° C. and 9.34 g (42 mmole) 3-nitrobenzenesulfonyl chloride was added in portions. The reaction mixture was poured on to icewater, the phases were separated and the organic phase was dried (sodium sulfate), filtered and the solvent was evaporated in vacuo. The residue was purified by chromatography on silica gel using dichloromethane as eluent to give 8.3 g (yield 47%) 4-(tert-buto... RXN SMILES: [CH3:1][N:2]([CH:13]1[CH2:18][CH2:17][NH:16][C:15](=[O:19])[CH2:14]1)[C:3](=[O:12])[O:4][CH2:5][C:6]1[CH:11]=[CH:10][CH:9]=[CH:8][CH:7]=1.Cl.Br[C:22]1[CH:27]=[CH:26][N:25]=[CH:24][CH:23]=1.C([O-])([O-])=O.[Cs+].[Cs+].CC1(C)C2C(=C(P(C3C=CC=CC=3)C3C=CC=CC=3)C=CC=2)OC2C(P(C3C=CC=CC=3)C3C=CC=CC=3)=CC=CC1=2>C1(C)C=CC=CC=1.C1C=CC(/C=C/C(/C=C/C2C=CC=CC=2)=O)=CC=1.C1C=CC(/C=C/C(/C=C/C2C=CC=CC=2)=O)=CC=1.C1C=CC(/C=C/C(/C=C/C2C=CC=CC=2)=O)=CC=1.[Pd].[Pd]>[CH3:1][N:2]([CH:13]1[CH2:18][CH2:17][N:16]([C:22]2[CH:27]=[CH:26][N:25]=[CH:24][CH:23]=2)[C:15](=[O:19])[CH2:14]1)[C:3](=[O:12])[O:4][CH2:5][C:6]1[CH:11]=[CH:10][CH:9]=[CH:8][CH:7]=1 |f:1.2,3.4.5,8.9.10.11.12|. Yields the product CN(C(OCC1=CC=CC=C1)=O)C1CC(N(CC1)C1=CC=NC=C1)=O (Benzyl methyl(2-oxo-1-(pyridin-4-yl)piperidin-4-yl)carbamate). Reported procedure: Benzyl methyl(2-oxopiperidin-4-yl)carbamate (300 mg, 1.145 mmol, 1.0 eq.), 4-bromopyridine HCl (244 mg, 1.259 mmol, 1.1 eq.) and Cs2CO3 (744 mg, 2.29 mmol, 2.0 eq.) were taken up in toluene and degassed with N2. Xantphos (66 mg, 0.114 mmol, 0.1 eq.) and Pd2(dba)3 (104 mg, 0.114 mmol, 0.1 eq.) were then added and the mixture was heated for 14 hours at 90° C. After monitoring by TLC, the reaction mixture was filtered over Celite and the filtrate was concentrated under reduced pressure and purified... The solvent is C1(=CC=CC=C1)C (toluene). Yield: 41.0%. Reagents/catalysts: C=1C=CC(=CC1)/C=C/C(=O)/C=C/C2=CC=CC=C2.C=1C=CC(=CC1)/C=C/C(=O)/C=C/C2=CC=CC=C2.C=1C=CC(=CC1)/C=C/C(=O)/C=C/C2=CC=CC=C2.[Pd].[Pd] (Pd2(dba)3). Reactants: CC1(C2=C(C(=CC=C2)P(C3=CC=CC=C3)C4=CC=CC=C4)OC5=C(C=CC=C51)P(C6=CC=CC=C6)C7=CC=CC=C7)C (Xantphos), CN(C(OCC1=CC=CC=C1)=O)C1CC(NCC1)=O (Benzyl methyl(2-oxopiperidin-4-yl)carbamate), Cl.BrC1=CC=NC=C1 (4-bromopyridine HCl), C(=O)([O-])[O-].[Cs+].[Cs+] (Cs2CO3). Conditions: temperature 90 celsius. Reaction SMILES: N[C:2]1[CH:11]=[C:10]2[C:5]([C:6](=[O:22])[N:7]([C:15]3[CH:20]=[CH:19][C:18]([Cl:21])=[CH:17][CH:16]=3)[C:8]([CH:12]([CH3:14])[CH3:13])=[N:9]2)=[CH:4][CH:3]=1.N([O-])=[O:24].[Na+]>S(=O)(=O)(O)O.O.O>[Cl:21][C:18]1[CH:19]=[CH:20][C:15]([N:7]2[C:6](=[O:22])[C:5]3[C:10](=[CH:11][C:2]([OH:24])=[CH:3][CH:4]=3)[N:9]=[C:8]2[CH:12]([CH3:14])[CH3:13])=[CH:16][CH:17]=1 |f:1.2,3.4|. Product: ClC1=CC=C(C=C1)N1C(=NC2=CC(=CC=C2C1=O)O)C(C)C (3-(4-chlorophenyl)-7-hydroxy-2-isopropyl-3H-quinazolin-4-one). Reaction conditions: temperature 2.5 celsius, time 45 minute. Reactants: NC1=CC=C2C(N(C(=NC2=C1)C(C)C)C1=CC=C(C=C1)Cl)=O (7-amino-3-(4-chlorophenyl)-2-isopropyl-3H-quinazolin-4-one), N(=O)[O-].[Na+] (sodium nitrite). Procedure details: To a suspension of the compound of Example 1 (778 mg, 2.479 mmol) in concentrated sulphuric acid/water 972 μL/1.4 mL, cooled to ice bath temperature, is added a solution of sodium nitrite (188 mg) in water (680 μL). The mixture is stirred for 45 minutes at 0-5° C. (internal temperature) and then added to sulphuric acid/water 3/2 (5 mL), pre-heated to 150° C. After stirring for 15 minutes, the mixture is allowed to cool to room temperature, filtered and extracted with EtOAc (3×). The combined EtO... Run in S(O)(O)(=O)=O.O (sulphuric acid water), S(O)(O)(=O)=O.O (sulphuric acid water), O (water). Starting materials: BrC(Br)(Br)Br, ClCCl, Cc1ccc(CO)c(C)c1, c1ccc(P(c2ccccc2)c2ccccc2)cc1. Yields the product Cc1ccc(CBr)c(C)c1. As a reaction SMILES: [C:11]([Br:12])([Br:13])([Br:14])[Br:15].[CH2:35]([Cl:36])[Cl:37].[CH3:1][c:2]1[c:3]([CH2:4][OH:5])[cH:6][cH:7][c:8]([CH3:10])[cH:9]1.[c:16]1([P:17]([c:18]2[cH:19][cH:20][cH:21][cH:22][cH:23]2)[c:24]2[cH:25][cH:26][cH:27][cH:28][cH:29]2)[cH:30][cH:31][cH:32][cH:33][cH:34]1>>[CH3:1][c:2]1[c:3]([CH2:4][Br:12])[cH:6][cH:7][c:8]([CH3:10])[cH:9]1. Reactants: C(C)OC(=O)C1C(C=2N(C3=CC=C(C=C3C2C2=CC=CC=C2)OCC2=CC=CC=C2)CCC1)=O (2-benzyloxy-7,8,9,10-tetrahydro-10-oxo-11-phenyl-6H-9-azepino[1,2-a]indole carboxylic acid ethylester), [Cl-].[Na+] (sodium chloride). The solvent is CS(=O)C (dimethylsulfoxide), O (water), C(C)(=O)OCC (ethyl acetate). Yields the product C(C1=CC=CC=C1)OC=1C=C2C(=C3N(C2=CC1)CCCCC3=O)C3=CC=CC=C3 (2-Benzyloxy-7,8,9,10-tetrahydro-10-oxo-11-phenyl-6H-azepino[1,2-a]indole). RXN SMILES: C(OC([CH:6]1[CH2:33][CH2:32][CH2:31][N:9]2[C:10]3[C:15]([C:16]([C:17]4[CH:22]=[CH:21][CH:20]=[CH:19][CH:18]=4)=[C:8]2[C:7]1=[O:34])=[CH:14][C:13]([O:23][CH2:24][C:25]1[CH:30]=[CH:29][CH:28]=[CH:27][CH:26]=1)=[CH:12][CH:11]=3)=O)C.[Cl-].[Na+]>CS(C)=O.O.C(OCC)(=O)C>[CH2:24]([O:23][C:13]1[CH:14]=[C:15]2[C:10](=[CH:11][CH:12]=1)[N:9]1[CH2:31][CH2:32][CH2:33][CH2:6][C:7](=[O:34])[C:8]1=[C:16]2[C:17]1[CH:22]=[CH:21][CH:20]=[CH:19][CH:18]=1)[C:25]1[CH:26]=[CH:27][CH:28]=[CH:29][CH:30]=1 |f:1.2|. Reported procedure: An amount of 2.8 g (6.17 m mole) of 2-benzyloxy-7,8,9,10-tetrahydro-10-oxo-11-phenyl-6H-9-azepino[1,2-a]indole carboxylic acid ethylester and 0.36 g (6.1 m mole) of sodium chloride were refluxed for four hours in 3.5 ml of dimethylsulfoxide and 0.35 ml of water. After cooling, the mixture was taken up in ethyl acetate, dried over sodium sulfate, suction filtered, and evaporated. The residue was triturated with petroleum ether and suction filtered. Reactants: C(C1=CC=CC=C1)OC1=CC=C(C=C1)C=1C(N2C=CC3=C(C2=C(C1)C(=O)O)SC=C3)=O (8-[p-(benzyloxy)phenyl]-7-oxo-7H-thieno[2,3-a]quinolizine-10-carboxylic acid), COCCNCCOC (bis(2-methoxyethyl)-amine), O=S(Cl)Cl (SOCl2), CN(C)C=O (DMF). The solvent is C1(=CC=CC=C1)C (toluene), C(C)N(CC)CC (triethylamine), O1CCOCC1 (dioxan). Product: COCCN(C(=O)C=1C=C(C(N2C=CC3=C(C12)SC=C3)=O)C3=CC=C(C=C3)OCC3=CC=CC=C3)CCOC (8-(4-Benzyloxy-phenyl)-7-oxo-7H-thieno[2,3-a]quinolizine-10-carboxylic acid bis-(2-methoxy-ethyl)-amide). RXN SMILES: [CH2:1]([O:8][C:9]1[CH:14]=[CH:13][C:12]([C:15]2[C:16](=[O:31])[N:17]3[C:22](=[C:23]([C:25]([OH:27])=O)[CH:24]=2)[C:21]2[S:28][CH:29]=[CH:30][C:20]=2[CH:19]=[CH:18]3)=[CH:11][CH:10]=1)[C:2]1[CH:7]=[CH:6][CH:5]=[CH:4][CH:3]=1.O=S(Cl)Cl.CN(C=O)C.[CH3:41][O:42][CH2:43][CH2:44][NH:45][CH2:46][CH2:47][O:48][CH3:49]>C1(C)C=CC=CC=1.O1CCOCC1.C(N(CC)CC)C>[CH3:41][O:42][CH2:43][CH2:44][N:45]([CH2:46][CH2:47][O:48][CH3:49])[C:25]([C:23]1[CH:24]=[C:15]([C:12]2[CH:13]=[CH:14][C:9]([O:8][CH2:1][C:2]3[CH:7]=[CH:6][CH:5]=[CH:4][CH:3]=3)=[CH:10][CH:11]=2)[C:16](=[O:31])[N:17]2[C:22]=1[C:21]1[S:28][CH:29]=[CH:30][C:20]=1[CH:19]=[CH:18]2)=[O:27]. Procedure details: From 8-[p-(benzyloxy)phenyl]-7-oxo-7H-thieno[2,3-a]quinolizine-10-carboxylic acid with SOCl2 and DMF in toluene. Subsequent treatment with triethylamine and bis(2-methoxyethyl)-amine in dioxan.